This data is from the Open Reaction Database (ORD), a public repository of structured organic reaction records. The task is: describe an organic reaction: reactants, conditions, products, and yield The reactants are ClC1=C(N)C(=CC(=C1)[N+](=O)[O-])Cl (2,6-dichloro-4-nitroaniline), C(C)(C)O (isopropanol). Solvent: O (water). The product is 188, ClC=1C=C(C=C(C1)Cl)[N+](=O)[O-] (3,5-dichloronitrobenzene). Isolated yield 98.0%. Reaction SMILES: [Cl:1][C:2]1[CH:8]=[C:7]([N+:9]([O-:11])=[O:10])[CH:6]=[C:5]([Cl:12])[C:3]=1N.C(O)(C)C>O>[Cl:1][C:2]1[CH:8]=[C:7]([N+:9]([O-:11])=[O:10])[CH:6]=[C:5]([Cl:12])[CH:3]=1. Reported procedure: 207 parts of 2,6-dichloro-4-nitroaniline is introduced into 300 parts of isopropanol and 9 parts of water; 200 parts of concentrated (98 wt%) sulfuric acid is then added to the mixture. At 50° C., 170 parts of isopropyl nitrite is run in, nitrogen being evolved. The mixture is cooled, 800 parts of water is added, and suction filtration carried out. There is obtained 188 parts (98% of theory) of 3,5-dichloronitrobenzene, m.p.: 59° - 62° C.